This data is from the Open Reaction Database (ORD), a public repository of structured organic reaction records. The task is: describe an organic reaction: reactants, conditions, products, and yield Reactants: CN1CCC(CC1)=O (1-methylpiperidin-4-one), N1(CCCC1)C=1C=C2C=CNC2=CC1 (5-(pyrrolidin-1-yl)-1H-indole), [OH-].[K+] (KOH). Run in CO (methanol). Product: CN1CCC(=CC1)C1=CNC2=CC=C(C=C12)N1CCCC1 (3-(1-methyl-1,2,3,6-tetrahydropyridin-4-yl)-5-(pyrro-lidin-1-yl)-1H-indole). Yield: 39.5%. RXN SMILES: [CH3:1][N:2]1[CH2:7][CH2:6][C:5](=O)[CH2:4][CH2:3]1.[N:9]1([C:14]2[CH:15]=[C:16]3[C:20](=[CH:21][CH:22]=2)[NH:19][CH:18]=[CH:17]3)[CH2:13][CH2:12][CH2:11][CH2:10]1.[OH-].[K+]>CO>[CH3:1][N:2]1[CH2:7][CH:6]=[C:5]([C:17]2[C:16]3[C:20](=[CH:21][CH:22]=[C:14]([N:9]4[CH2:13][CH2:12][CH2:11][CH2:10]4)[CH:15]=3)[NH:19][CH:18]=2)[CH2:4][CH2:3]1 |f:2.3|. Reported procedure: 1-methylpiperidin-4-one (1.2 g, 10.62 mmol) was added to a solution of 5-(pyrrolidin-1-yl)-1H-indole (200 mg, 1.08 mmol) in methanol (20 mL). KOH (600 mg, 10.71 mmol) was then added, and the resulting solution was stirred at reflux temperature overnight. The mixture was concentrated, quenched by the addition of water and filtered. The filter cake was washed with water and ether to afford 120 mg (37%) of 3-(1-methyl-1,2,3,6-tetrahydropyridin-4-yl)-5-(pyrro-lidin-1-yl)-1H-indole as a yellow solid.... Reactants: CC(=O)[O-], CC(=O)OC(C)=O, [Na+], O=C(O)c1c[nH]c2ccccc12. Product: CC(=O)n1cc(C(=O)O)c2ccccc21. Reaction SMILES: [CH3:14][C:15]([O-:16])=[O:17].[CH3:18][C:19]([O:20][C:21](=[O:22])[CH3:23])=[O:24].[Na+:13].[OH:1][C:2](=[O:3])[c:4]1[cH:5][nH:6][c:7]2[cH:8][cH:9][cH:10][cH:11][c:12]12>>[OH:1][C:2](=[O:3])[c:4]1[cH:5][n:6]([C:15]([CH3:14])=[O:16])[c:7]2[cH:8][cH:9][cH:10][cH:11][c:12]12.